Dataset: the Open Reaction Database (ORD), a public repository of structured organic reaction records. Task: describe an organic reaction: reactants, conditions, products, and yield Reactants: CCOC(=O)C1(CCCCOc2cccc(C(F)(F)F)c2)CO1, [Na+], C1CCOC1, [OH-]. The product is [Na+], O=C([O-])C1(CCCCOc2cccc(C(F)(F)F)c2)CO1. As a reaction SMILES: [CH2:1]([CH3:2])[O:3][C:4](=[O:5])[C:6]1([CH2:9][CH2:10][CH2:11][CH2:12][O:13][c:14]2[cH:15][c:16]([C:20]([F:21])([F:22])[F:23])[cH:17][cH:18][cH:19]2)[O:7][CH2:8]1.[Na+:25].[O:26]1[CH2:27][CH2:28][CH2:29][CH2:30]1.[OH-:24]>>[Na+:25].[O:3]=[C:4]([O-:5])[C:6]1([CH2:9][CH2:10][CH2:11][CH2:12][O:13][c:14]2[cH:15][c:16]([C:20]([F:21])([F:22])[F:23])[cH:17][cH:18][cH:19]2)[O:7][CH2:8]1. Reactants: COC(=O)COC(=O)COc1ccc([N+](=O)[O-])cc1, [H][H], CN(C)C=O. Product: COC(=O)COC(=O)COc1ccc(N)cc1. RXN SMILES: [CH3:1][O:2][C:3](=[O:4])[CH2:5][O:6][C:7]([CH2:8][O:9][c:10]1[cH:11][cH:12][c:13]([N+:16]([O-:17])=[O:18])[cH:14][cH:15]1)=[O:19].[H:20][H:21].[O:22]=[CH:23][N:24]([CH3:25])[CH3:26]>>[CH3:1][O:2][C:3](=[O:4])[CH2:5][O:6][C:7]([CH2:8][O:9][c:10]1[cH:11][cH:12][c:13]([NH2:16])[cH:14][cH:15]1)=[O:19]. Product: F[B-](F)(F)F, C=Cc1cc(C)cc(C)[n+]1C. Starting materials: F[B-](F)(F)F, ClCCl, C=Cc1cc(C)cc(C)n1, C[O+](C)C. RXN SMILES: [B-:1]([F:2])([F:3])([F:4])[F:5].[CH2:20]([Cl:21])[Cl:22].[CH3:10][c:11]1[cH:12][c:13]([CH:18]=[CH2:19])[n:14][c:15]([CH3:17])[cH:16]1.[CH3:6][O+:7]([CH3:8])[CH3:9]>>[B-:1]([F:2])([F:3])([F:4])[F:5].[CH3:6][n+:14]1[c:13]([CH:18]=[CH2:19])[cH:12][c:11]([CH3:10])[cH:16][c:15]1[CH3:17]. Starting materials: Cl (hydrogen chloride), C(C)(C)O (isopropanol), C[C@@H]1CCN(C[C@@H]1N(C)C2=C3C=CNC3=NC=N2)C(=O)CC#N (tofacitinib). Run in CC(=O)C (acetone). Reaction conditions: temperature 45 celsius, time 22 hour. The product is C[C@@H]1CCN(C[C@@H]1N(C)C2=C3C=CNC3=NC=N2)C(=O)CC#N.Cl (tofacitinib hydrochloride). RXN SMILES: [ClH:1].C(O)(C)C.[CH3:6][C@H:7]1[C@@H:12]([N:13]([C:15]2[N:23]=[CH:22][N:21]=[C:20]3[C:16]=2[CH:17]=[CH:18][NH:19]3)[CH3:14])[CH2:11][N:10]([C:24]([CH2:26][C:27]#[N:28])=[O:25])[CH2:9][CH2:8]1>CC(C)=O>[CH3:6][C@H:7]1[C@@H:12]([N:13]([C:15]2[N:23]=[CH:22][N:21]=[C:20]3[C:16]=2[CH:17]=[CH:18][NH:19]3)[CH3:14])[CH2:11][N:10]([C:24]([CH2:26][C:27]#[N:28])=[O:25])[CH2:9][CH2:8]1.[ClH:1] |f:4.5|. Reported procedure: A solution of approximately 17 wt % hydrogen chloride in isopropanol (7.684 mmol) was added to a suspension of tofacitinib free base (2.0 g, 6.402 mmol) in acetone (28 mL). The suspension was heated to 45° C. for 4 hours and then cooled to 23 to 25° C. Small amounts of solids were adhered to the walls of the flask which were broken with a spatula. The white suspension was stirred at 23 to 25° C. for 22 hours, filtered, washed with acetone (2×10 mL) and dried under vacuum (5 torr) at 40° C. (3 ho... The reactants are Cn1ncc2cc(Br)cnc21, Cn1ncc2cc(N)cnc21, CC(C)(C)[O-], Cc1ccccc1, [Na+], N=C(c1ccccc1)c1ccccc1. Yields the product Cn1ncc2cc(N=C(c3ccccc3)c3ccccc3)cnc21. As a reaction SMILES: [Br:12][c:13]1[cH:14][c:15]2[cH:16][n:17][n:18]([CH3:19])[c:20]2[n:21][cH:22]1.[CH3:1][n:2]1[n:3][cH:4][c:5]2[c:6]1[n:7][cH:8][c:9]([NH2:11])[cH:10]2.[CH3:37][C:38]([CH3:39])([O-:40])[CH3:41].[CH3:43][c:44]1[cH:45][cH:46][cH:47][cH:48][cH:49]1.[Na+:42].[c:23]1([C:29](=[NH:30])[c:31]2[cH:32][cH:33][cH:34][cH:35][cH:36]2)[cH:24][cH:25][cH:26][cH:27][cH:28]1>>[CH3:1][n:2]1[n:3][cH:4][c:5]2[c:6]1[n:7][cH:8][c:9]([N:11]=[C:29]([c:23]1[cH:24][cH:25][cH:26][cH:27][cH:28]1)[c:31]1[cH:32][cH:33][cH:34][cH:35][cH:36]1)[cH:10]2.